This data is from the Open Reaction Database (ORD), a public repository of structured organic reaction records. The task is: describe an organic reaction: reactants, conditions, products, and yield Procedure: 2-fluoro-5-nitrophenylboronic acid (0.134 g, 0.725 mmol), tris(dibenzylidineacetone)dipalladium(0) (0.0157 g, 0.017 mmol), 1,3,5,7-tetramethyl-6-phenyl-2,4,8-trioxa-6-phosphaadamantane (0.0165 g, 0.056 mmol) and tris-potassium phosphate (0.280 g, 1.319 mmol) were combined in a sealed 5 mL microwave tube with stir bar and sparged with nitrogen for 15 minutes. A solution of Example 93g (0.173 g, 0.481 mmol) in a degassed mixture of 4:1 dioxane/water (5.0 mL) was added by syringe into the reaction ... Solvent: O1CCOCC1.O (dioxane water), C(C)(=O)OCC (ethyl acetate). As a reaction SMILES: [F:1][C:2]1[CH:7]=[CH:6][C:5]([N+:8]([O-:10])=[O:9])=[CH:4][C:3]=1B(O)O.CC12CC3(C)P(C4C=CC=CC=4)C(C)(CC(C)(O3)O1)O2.P([O-])([O-])([O-])=O.[K+].[K+].[K+].Br[C:43]1[N:44]([CH2:54][O:55][CH2:56][CH2:57][Si:58]([CH3:61])([CH3:60])[CH3:59])[C:45]([CH3:53])=[C:46]2[C:51]=1[CH2:50][CH2:49][NH:48][C:47]2=[O:52].CC1NC(=O)C2C(=C(C3C=CC=CC=3OC3C=CC=CC=3)NC=2C)N=1.[Cl-].[Na+]>C(OCC)(=O)C.O1CCOCC1.O>[F:1][C:2]1[CH:7]=[CH:6][C:5]([N+:8]([O-:10])=[O:9])=[CH:4][C:3]=1[C:43]1[N:44]([CH2:54][O:55][CH2:56][CH2:57][Si:58]([CH3:59])([CH3:61])[CH3:60])[C:45]([CH3:53])=[C:46]2[C:51]=1[CH2:50][CH2:49][NH:48][C:47]2=[O:52] |f:2.3.4.5,8.9,11.12|. Product: FC1=C(C=C(C=C1)[N+](=O)[O-])C=1N(C(=C2C(NCCC21)=O)C)COCC[Si](C)(C)C (1-(2-fluoro-5-nitrophenyl)-3-methyl-2-((2-(trimethylsilyl)ethoxy)methyl)-6,7-dihydro-2H-pyrrolo[3,4-c]pyridin-4(5H)-one). Reactants: FC1=C(C=C(C=C1)[N+](=O)[O-])B(O)O (2-fluoro-5-nitrophenylboronic acid), tris(dibenzylidineacetone)dipalladium(0), CC12OC3(OC(P(C(O1)(C3)C)C3=CC=CC=C3)(C2)C)C (1,3,5,7-tetramethyl-6-phenyl-2,4,8-trioxa-6-phosphaadamantane), P(=O)([O-])([O-])[O-].[K+].[K+].[K+] (tris-potassium phosphate), BrC=1N(C(=C2C(NCCC21)=O)C)COCC[Si](C)(C)C (1-bromo-3-methyl-2-((2-(trimethylsilyl)ethoxy)methyl)-6,7-dihydro-2H-pyrrolo[3,4-c]pyridin-4(5H)-one), [Cl-].[Na+] (sodium chloride), CC=1NC(C=2C(N1)=C(NC2C)C2=C(C=CC=C2)OC2=CC=CC=C2)=O (2,5-dimethyl-7-(2-phenoxyphenyl)-3,6-dihydro-4H-pyrrolo[3,4-d]pyrimidin-4-one). Starting materials: C(#N)C1=CC=C(C(CI)=O)C=C1 (p-Cyanophenacyl iodide), IC1=CC=C(N)C=C1 (p-iodoaniline). Solvent: C(C)O (ethanol). The product is IC1=CC=C(C=C1)NCC(=O)C1=CC=C(C=C1)C#N (N-(p-Iodophenyl)-p-cyanophenacylamine). RXN SMILES: [C:1]([C:3]1[CH:12]=[CH:11][C:6]([C:7](=[O:10])[CH2:8]I)=[CH:5][CH:4]=1)#[N:2].[I:13][C:14]1[CH:20]=[CH:19][C:17]([NH2:18])=[CH:16][CH:15]=1>C(O)C>[I:13][C:14]1[CH:20]=[CH:19][C:17]([NH:18][CH2:8][C:7]([C:6]2[CH:11]=[CH:12][C:3]([C:1]#[N:2])=[CH:4][CH:5]=2)=[O:10])=[CH:16][CH:15]=1. Procedure details: p-Cyanophenacyl iodide (18.0 g, 0.08 mole) was combined with p-iodoaniline (35.2 g, 0.16 mole) in 32.1 g of absolute ethanol and stirred 16 hours. Precipitated title product was recovered by filtration and repulped in 400 ml ether: 42.4 g; m.p. 160°-165°; ms 362, 232, 219. Run at time 16 hour. The reactants are CC(=O)N(Cc1cc(C(F)(F)F)cc(C(F)(F)F)c1)C1CCCN(C(=O)OC(C)C)c2ccccc21, COC(=O)c1cccc(OC)c1N. The product is COc1cccc2c1N(C(=O)OC(C)C)CCCC2N(Cc1cc(C(F)(F)F)cc(C(F)(F)F)c1)C(C)=O. RXN SMILES: [CH:14]([CH3:15])([CH3:16])[O:17][C:18](=[O:19])[N:20]1[c:21]2[c:22]([cH:46][cH:47][cH:48][cH:49]2)[CH:23]([N:27]([CH2:28][c:29]2[cH:30][c:31]([C:39]([F:40])([F:41])[F:42])[cH:32][c:33]([C:35]([F:36])([F:37])[F:38])[cH:34]2)[C:43]([CH3:44])=[O:45])[CH2:24][CH2:25][CH2:26]1.[NH2:1][c:2]1[c:3]([O:6][CH3:7])[cH:8][cH:9][cH:10][c:11]1[C:4](=[O:5])[O:12][CH3:13]>>[CH3:4][O:5][c:49]1[c:21]2[c:22]([cH:46][cH:47][cH:48]1)[CH:23]([N:27]([CH2:28][c:29]1[cH:30][c:31]([C:39]([F:40])([F:41])[F:42])[cH:32][c:33]([C:35]([F:36])([F:37])[F:38])[cH:34]1)[C:43]([CH3:44])=[O:45])[CH2:24][CH2:25][CH2:26][N:20]2[C:18]([O:17][CH:14]([CH3:15])[CH3:16])=[O:19]. Conditions: time 12 hour. Reported procedure: A solution of 14.2 g. of 2,4-pentanedione and 20 ml. of 1,2-dimethoxyethane is added to a suspension of 6.8 g. of sodium hydride in 110 ml. of 1,2-dimethoxyethane under argon. A solution of 14.0 g. of 4-[14-(trimethylsilyl)tetradecylamino]benzoyl chloride hydrochloride in 1,2-dimethoxyethane is then added. The reaction mixture is stirred at room temperature for 12 hours, cooled, poured on ice and extracted with ether. The ether solution is washed with water and saturated sodium chloride solution... The solvent is COCCOC (1,2-dimethoxyethane), COCCOC (1,2-dimethoxyethane), COCCOC (1,2-dimethoxyethane). The reactants are CC(CC(C)=O)=O (2,4-pentanedione), [H-].[Na+] (sodium hydride), Cl.C[Si](CCCCCCCCCCCCCCNC1=CC=C(C(=O)Cl)C=C1)(C)C (4-[14-(trimethylsilyl)tetradecylamino]benzoyl chloride hydrochloride). As a reaction SMILES: [CH3:1][C:2](=[O:7])[CH2:3][C:4](=[O:6])[CH3:5].[H-].[Na+].Cl.[CH3:11][Si:12]([CH3:38])([CH3:37])[CH2:13][CH2:14][CH2:15][CH2:16][CH2:17][CH2:18][CH2:19][CH2:20][CH2:21][CH2:22][CH2:23][CH2:24][CH2:25][CH2:26][NH:27][C:28]1[CH:36]=[CH:35][C:31]([C:32](Cl)=[O:33])=[CH:30][CH:29]=1>COCCOC>[CH3:11][Si:12]([CH3:38])([CH3:37])[CH2:13][CH2:14][CH2:15][CH2:16][CH2:17][CH2:18][CH2:19][CH2:20][CH2:21][CH2:22][CH2:23][CH2:24][CH2:25][CH2:26][NH:27][C:28]1[CH:36]=[CH:35][C:31]([C:32]([CH:3]([C:2](=[O:7])[CH3:1])[C:4](=[O:6])[CH3:5])=[O:33])=[CH:30][CH:29]=1 |f:1.2,3.4|. The product is C[Si](CCCCCCCCCCCCCCNC1=CC=C(C(=O)C(C(C)=O)C(C)=O)C=C1)(C)C (3-[4-[14-(Trimethylsilyl)tetradecylamino]benzoyl]-2,4-pentanedione). Reactants: CC1OC2(CC1=NO)CCN(CC2)C (2,8-dimethyl-1-oxa-8-azaspiro[4.5]decan-3-one oxime), COCCO[AlH2-]OCCOC.[Na+] (Red-Al). Yields the product CN1CCC2(CC1)C1NC1C(O2)C (1′,4-Dimethylspiro[3-oxa-6-azabicyclo[3.1.0]hexane-2,4′-piperidine]). As a reaction SMILES: [CH3:1][CH:2]1[C:6](=[N:7]O)[CH2:5][C:4]2([CH2:13][CH2:12][N:11]([CH3:14])[CH2:10][CH2:9]2)[O:3]1.COCCO[AlH2-]OCCOC.[Na+]>>[CH3:14][N:11]1[CH2:12][CH2:13][C:4]2([O:3][CH:2]([CH3:1])[CH:6]3[CH:5]2[NH:7]3)[CH2:9][CH2:10]1 |f:1.2|. Procedure details: The precursor amine compounds may in turn be prepared as described in greater detail below. Thus, for example, 2,8-Dimethyl-1-oxa-3,8-diaza-spiro[4.5]decane may be obtained by reaction of 4-aminomethyl-1-methyl-piperidin-4-ol with acetaldehyde in dry dichloromethane. 2,8-Dimethyl-1-oxa-4,8-diazaspiro[4.5]decane may be obtained by reaction of 1-amino-2-propanol with 1-methyl-4-piperidone under reflux. 1′,4-Dimethylspiro[3-oxa-6-azabicyclo[3.1.0]hexane-2,4′-piperidine] may be obtained by first pre... The reactants are OC1=CC=C2CCN(C(C2=C1)=O)CC=1C=NC=CC1 (3,4-dihydro-7-hydroxy-2-(3-pyridylmethyl)-1 (2H)-isoquinolinone), BrC1=CC=C(C=C1)Cl (4-bromochlorobenzene), cupric oxide, C([O-])([O-])=O.[K+].[K+] (potassium carbonate). The solvent is N1=CC=CC=C1 (pyridine). Yields the product ClC1=CC=C(OC2=CC=C3CCN(C(C3=C2)=O)CC=2C=NC=CC2)C=C1 (7-(4-chlorophenoxy)-3,4-dihydro-2-(3-pyridylmethyl)-1 (2H)-isoquinolinone). Yield: 61.6%. RXN SMILES: [OH:1][C:2]1[CH:11]=[C:10]2[C:5]([CH2:6][CH2:7][N:8]([CH2:13][C:14]3[CH:15]=[N:16][CH:17]=[CH:18][CH:19]=3)[C:9]2=[O:12])=[CH:4][CH:3]=1.Br[C:21]1[CH:26]=[CH:25][C:24]([Cl:27])=[CH:23][CH:22]=1.C(=O)([O-])[O-].[K+].[K+]>N1C=CC=CC=1>[Cl:27][C:24]1[CH:25]=[CH:26][C:21]([O:1][C:2]2[CH:11]=[C:10]3[C:5]([CH2:6][CH2:7][N:8]([CH2:13][C:14]4[CH:15]=[N:16][CH:17]=[CH:18][CH:19]=4)[C:9]3=[O:12])=[CH:4][CH:3]=2)=[CH:22][CH:23]=1 |f:2.3.4|. Procedure details: A mixture of 4.97 g of 3,4-dihydro-7-hydroxy-2-(3-pyridylmethyl)-1 (2H)-isoquinolinone, 4.50 g of 4-bromochlorobenzene, 3.88 g of cupric oxide, 5.39 g of potassium carbonate and 30 ml of pyridine was refluxed under heating for 20 hours. After finishing the reaction, the insoluble material was filtered, and the filtrate was concentrated in vacuo. The resultant residue was chromatographed on a column of silica gel, eluting with ethyl acetate to give 4.39 g of the titled compound. Reactants: [BH3-]C#N, CN1CCNCC1, CC(=O)O, CO, O=Cc1cc2c(=O)[nH]c(-c3ccc(Cl)cc3Cl)cn2n1, Cl, [Na+]. Product: CN1CCN(Cc2cc3c(=O)[nH]c(-c4ccc(Cl)cc4Cl)cn3n2)CC1. As a reaction SMILES: [C:32]([BH3-:33])#[N:34].[CH3:21][N:22]1[CH2:23][CH2:24][NH:25][CH2:26][CH2:27]1.[CH3:28][C:29](=[O:30])[OH:31].[CH3:37][OH:38].[Cl:1][c:2]1[c:3](-[c:9]2[nH:10][c:11](=[O:20])[c:12]3[n:13]([cH:14]2)[n:15][c:16]([CH:18]=[O:19])[cH:17]3)[cH:4][cH:5][c:6]([Cl:8])[cH:7]1.[ClH:36].[Na+:35]>>[Cl:1][c:2]1[c:3](-[c:9]2[nH:10][c:11](=[O:20])[c:12]3[n:13]([cH:14]2)[n:15][c:16]([CH2:18][N:25]2[CH2:24][CH2:23][N:22]([CH3:21])[CH2:27][CH2:26]2)[cH:17]3)[cH:4][cH:5][c:6]([Cl:8])[cH:7]1.